This data is from the Open Reaction Database (ORD), a public repository of structured organic reaction records. The task is: describe an organic reaction: reactants, conditions, products, and yield Starting materials: CC1=C(C(=CC=C1)C)O (2,6-dimethylphenol), SCCC(=O)O (β-mercaptopropionic acid), CC1CC(=O)CC(C1)(C)C (dihydroisophorone), Cl (HCl), ketone, [OH-].[Na+] (NaOH). Solvent: O (water). Reaction conditions: temperature 35 celsius, time 1 hour. Yields the product C1=CC=C(C(=C1)C2=CC(=CC=C2)O)O (diphenol). RXN SMILES: C[C:2]1[CH:7]=[CH:6][CH:5]=[C:4]([CH3:8])[C:3]=1[OH:9].SCCC(O)=O.[CH3:16][CH:17]1CC(C)(C)[CH2:21][C:19](=[O:20])[CH2:18]1.Cl.[OH-].[Na+]>O>[CH:6]1[CH:5]=[C:4]([C:8]2[CH:16]=[CH:17][CH:18]=[C:19]([OH:20])[CH:21]=2)[C:3]([OH:9])=[CH:2][CH:7]=1 |f:4.5|. Procedure: 2196 g (18 mol) of 2,6-dimethylphenol, 38.2 g (0.36 mol) of β-mercaptopropionic acid and 420 g (3 mol) of dihydroisophorone (3,3,5-trimethylcyclohexan-1-one) are introduced into a stirring apparatus equipped with a stirrer, thermometer, reflux condenser and gas inlet pipe at 35° C. Dry HCl gas is introduced into this solution at 35° C. over a period of 5 h. The mixture is then left to react at 28°-30° C. for a period of about 10 hours. When 95% of the ketone has been converted (examined by GC) 2... The reactants are Clc1cccnc1Cl, O=S(=O)(c1ccc2ccccc2c1)C1CCNCC1. Yields the product O=S(=O)(c1ccc2ccccc2c1)C1CCN(c2ncccc2Cl)CC1. RXN SMILES: [Cl:20][c:21]1[n:22][cH:23][cH:24][cH:25][c:26]1[Cl:27].[cH:1]1[c:2]([S:11](=[O:12])(=[O:13])[CH:14]2[CH2:15][CH2:16][NH:17][CH2:18][CH2:19]2)[cH:3][cH:4][c:5]2[cH:6][cH:7][cH:8][cH:9][c:10]12>>[cH:1]1[c:2]([S:11](=[O:12])(=[O:13])[CH:14]2[CH2:15][CH2:16][N:17]([c:21]3[n:22][cH:23][cH:24][cH:25][c:26]3[Cl:27])[CH2:18][CH2:19]2)[cH:3][cH:4][c:5]2[cH:6][cH:7][cH:8][cH:9][c:10]12. The reactants are CCOC1=NC=2C=CC=C(C2N1CC=3C=CC(=CC3)C=4C=CC=CC4C5=NNN=N5)C(=O)OC(C)OC(=O)OC6CCCCC6 (TCV-116), CCOC1=NC=2C=CC=C(C2N1CC=3C=CC(=CC3)C=4C=CC=CC4C=5NN=NN5)C(=O)O (candesartan). The product is CCOC1=NC=2C=CC=C(C2N1CC=3C=CC(=CC3)C=4C=CC=CC4C=5N=C(ON5)O)C(=O)O (TAK-536). As a reaction SMILES: [CH3:1][CH2:2][O:3][C:4]1[N:12]([CH2:13][C:14]2[CH:15]=[CH:16][C:17]([C:20]3[CH:21]=[CH:22][CH:23]=[CH:24][C:25]=3[C:26]3[N:30]=NN[N:27]=3)=[CH:18][CH:19]=2)[C:11]2[C:10]([C:31]([O:33]C(OC(OC3CCCCC3)=O)C)=[O:32])=[CH:9][CH:8]=[CH:7][C:6]=2[N:5]=1.CCOC1N(CC2C=CC(C3C=CC=CC=3C3NN=NN=3)=CC=2)C2C([C:76]([OH:78])=[O:77])=CC=CC=2N=1>>[CH3:1][CH2:2][O:3][C:4]1[N:12]([CH2:13][C:14]2[CH:19]=[CH:18][C:17]([C:20]3[CH:21]=[CH:22][CH:23]=[CH:24][C:25]=3[C:26]3[N:27]=[C:76]([OH:78])[O:77][N:30]=3)=[CH:16][CH:15]=2)[C:11]2[C:10]([C:31]([OH:33])=[O:32])=[CH:9][CH:8]=[CH:7][C:6]=2[N:5]=1. Procedure details: TCV-116 or candesartan,